Dataset: the Open Reaction Database (ORD), a public repository of structured organic reaction records. Task: describe an organic reaction: reactants, conditions, products, and yield Procedure: Triphenylphosphine (0.81 g, 3.1 mmol) was added to a solution of the above 3-azidomethyl-4-chloro-pyridine (0.47 g, 3.1 mmol) in anhydrous THF (10 mL) at 0° C. The reaction mixture was warmed to room temperature and stirred for 18 h. The reaction mixture was then diluted with NH4OH (3 mL) and stirred for another 3 h. 3M NaOH was then added to the reaction mixture and stirred for 1 h. The mixture was acidified to pH 2 by adding 4M HCl solution. The mixture was diluted with ether and the layers we... Starting materials: [OH-].[Na+] (NaOH), Cl (HCl), C1(=CC=CC=C1)P(C1=CC=CC=C1)C1=CC=CC=C1 (Triphenylphosphine), N(=[N+]=[N-])CC=1C=NC=CC1Cl (3-azidomethyl-4-chloro-pyridine). Reaction SMILES: C1(P(C2C=CC=CC=2)C2C=CC=CC=2)C=CC=CC=1.[N:20]([CH2:23][C:24]1[CH:25]=[N:26][CH:27]=[CH:28][C:29]=1[Cl:30])=[N+]=[N-].[OH-].[Na+].Cl>C1COCC1.[NH4+].[OH-].CCOCC>[NH2:20][CH2:23][C:24]1[CH:25]=[N:26][CH:27]=[CH:28][C:29]=1[Cl:30] |f:2.3,6.7|. Product: NCC=1C=NC=CC1Cl (3-aminomethyl-4-chloropyridine). Reaction conditions: time 18 hour. Yield: 47.5%. Solvent: CCOCC (ether), CCOCC (ether), C1CCOC1 (THF), [NH4+].[OH-] (NH4OH). Starting materials: Cl.OC=1C=CC=2N=C3C=C4C(=CC3=C(C2C1)C(=O)O)C=CC=C4 (2-hydroxy-benz[b]acridine-12-carboxylic acid hydrochloride), C([O-])([O-])=O.[Cs+].[Cs+] (cesium carbonate), Br.CN(C)CCBr (N,N-dimethylaminoethyl bromide hydrobromide). Solvent: CS(=O)C (methyl sulfoxide), CS(=O)C (methyl sulfoxide). Reaction conditions: temperature 60 celsius, time 15 hour. Yields the product CN(C)CCOC1=CC=CC=2N=C3C=C4C(=CC3=C(C12)C(=O)OCCN(C)C)C=CC=C4 (N,N-dimethylaminoethyl 2-(N,N-dimethylamino)ethoxy-benz[b]acridine-12-carboxylate). Isolated yield 18.0%. Reaction SMILES: Cl.O[C:3]1[CH:4]=[CH:5][C:6]2[N:7]=[C:8]3[C:13](=[C:14]([C:17]([OH:19])=[O:18])[C:15]=2[CH:16]=1)[CH:12]=[C:11]1[CH:20]=[CH:21][CH:22]=[CH:23][C:10]1=[CH:9]3.[C:24](=[O:27])([O-])[O-].[Cs+].[Cs+].Br.[CH3:31][N:32]([CH2:34][CH2:35]Br)[CH3:33]>CS(C)=O>[CH3:31][N:32]([CH2:34][CH2:24][O:27][C:16]1[C:15]2[C:14]([C:17]([O:19][CH2:35][CH2:34][N:32]([CH3:33])[CH3:31])=[O:18])=[C:13]3[C:8]([CH:9]=[C:10]4[CH:23]=[CH:22][CH:21]=[CH:20][C:11]4=[CH:12]3)=[N:7][C:6]=2[CH:5]=[CH:4][CH:3]=1)[CH3:33] |f:0.1,2.3.4,5.6|. Procedure details: To a solution of 2-hydroxy-benz[b]acridine-12-carboxylic acid hydrochloride (360 mg, 1.108 mmol) in methyl sulfoxide (11 ml) were added cesium carbonate (3.61 g, 11.08 mmol) and N,N-dimethylaminoethyl bromide hydrobromide (1.03 g, 4.432 mmol). After 15 hours of stirring at 60° C. under nitrogen, the reaction mixture was diluted with methyl sulfoxide (20 ml) and filtered to remove the insoluble impurities. The filtrate was concentrated under reduced pressure to a small volume, which was separated... Reactants: CC1=C(N=CN1)CSCCN (2-(5-methyl-4-imidazolylmethylthio)ethylamine), crude product, C(\C=C/C(=O)O)(=O)O (maleic acid), CS(=O)C=1NC=C(C1[N+](=O)[O-])CCCC (2-Methylsulphinyl-3-nitro-4-n-butylpyrrole). The solvent is C(C)O (ethanol), C(C)(C)O (isopropanol), CC(C)O (2-propanol), C(C)O (ethanol). The product is C(\C=C/C(=O)O)(=O)O.CC1=C(N=CN1)CSCCNC=1NC=C(C1[N+](=O)[O-])CCCC (2-[2-(5-methyl-4-imidazolylmethylthio)ethyl]amino-3-nitro-4-n-butylpyrrole maleate). Yield: 9.7%. RXN SMILES: CS([C:4]1[NH:5][CH:6]=[C:7]([CH2:12][CH2:13][CH2:14][CH3:15])[C:8]=1[N+:9]([O-:11])=[O:10])=O.[CH3:16][C:17]1[NH:21][CH:20]=[N:19][C:18]=1[CH2:22][S:23][CH2:24][CH2:25][NH2:26].[C:27]([OH:34])(=[O:33])/[CH:28]=[CH:29]\[C:30]([OH:32])=[O:31]>C(O)C.C(O)(C)C>[C:27]([OH:34])(=[O:33])/[CH:28]=[CH:29]\[C:30]([OH:32])=[O:31].[CH3:16][C:17]1[NH:21][CH:20]=[N:19][C:18]=1[CH2:22][S:23][CH2:24][CH2:25][NH:26][C:4]1[NH:5][CH:6]=[C:7]([CH2:12][CH2:13][CH2:14][CH3:15])[C:8]=1[N+:9]([O-:11])=[O:10] |f:5.6|. Procedure: 2-Methylsulphinyl-3-nitro-4-n-butylpyrrole (2.78 g) was dissolved in ethanol and added to a solution of 2-(5-methyl-4-imidazolylmethylthio)ethylamine (2.08 g) in ethanol (total 100 ml). The mixture was heated under reflux for nine days. The solution was evaporated to dryness, and the residue was chromatographed on a silica gel column using chloroform and ethyl acetate to give 0.65 g of crude product as a brown oil. The crude product was dissolved in isopropanol (30 ml) and reacted with a solutio... The reactants are C1CCOC1, CC(C)N1CCNCC1, O=[N+]([O-])c1ccc(Cl)nc1, [K+], [K+], O=C([O-])[O-]. The product is CC(C)N1CCN(c2ccc([N+](=O)[O-])cn2)CC1. RXN SMILES: [CH2:26]1[O:27][CH2:28][CH2:29][CH2:30]1.[CH:11]([CH3:12])([CH3:13])[N:14]1[CH2:15][CH2:16][NH:17][CH2:18][CH2:19]1.[Cl:1][c:2]1[n:3][cH:4][c:5]([N+:8](=[O:9])[O-:10])[cH:6][cH:7]1.[K+:20].[K+:21].[O-:22][C:23]([O-:24])=[O:25]>>[c:2]1([N:17]2[CH2:16][CH2:15][N:14]([CH:11]([CH3:12])[CH3:13])[CH2:19][CH2:18]2)[n:3][cH:4][c:5]([N+:8](=[O:9])[O-:10])[cH:6][cH:7]1. Starting materials: CN[C@@H](CO)C ((2R)-2-(methylamino)propan-1-ol), FC1=C2C(=NC=NC2=CC=C1)NC1=CC(=C(C=C1)O)C (4-[(5-fluoroquinazolin-4-yl)amino]-2-methylphenol). As a reaction SMILES: [CH3:1][NH:2][C@H:3]([CH3:6])[CH2:4][OH:5].F[C:8]1[CH:17]=[CH:16][CH:15]=[C:14]2[C:9]=1[C:10]([NH:18][C:19]1[CH:24]=[CH:23][C:22]([OH:25])=[C:21]([CH3:26])[CH:20]=1)=[N:11][CH:12]=[N:13]2>>[CH3:26][C:21]1[CH:20]=[C:19]([NH:18][C:10]2[C:9]3[C:14](=[CH:15][CH:16]=[CH:17][C:8]=3[O:5][CH2:4][C@H:3]([NH:2][CH3:1])[CH3:6])[N:13]=[CH:12][N:11]=2)[CH:24]=[CH:23][C:22]=1[OH:25]. The yield is 80.0%. Yields the product CC1=C(C=CC(=C1)NC1=NC=NC2=CC=CC(=C12)OC[C@@H](C)NC)O (2-methyl-4-[(5-{[(2R)-2-(methylamino)propyl]oxy}quinazolin-4-yl)amino]phenol). Procedure details: The procedure described in Example 3 (preparation of starting materials) was repeated using (2R)-2-(methylamino)propan-1-ol (obtained as described in Becker et al., J. Chem. Soc. 1957, 858) and 4-[(5-fluoroquinazolin-4-yl)amino]-2-methylphenol (obtained as described in Example 3, preparation of starting materials) to give 2-methyl-4-[(5-{[(2R)-2-(methylamino)propyl]oxy}quinazolin-4-yl)amino]phenol as a brown solid in 80% yield; NMR spectrum (DMSO-d6) 1.16 (d, 3H), 2.14 (s, 3H), 2.34 (s, 3H), 3.0... The yield is 29.8%. Yields the product C1(CC1)C1=CC(=NN1)NC=1N=C(C2=CC(=C(C=C2C1)OC)OC)C(C)C ((5-Cyclopropyl-1H-pyrazol-3-yl)-(1-isopropyl-6,7-dimethoxy-isoquinolin-3-yl)-amine). The reactants are C1(CC1)C1=CC(=NN1)NC=1N=C(C2=CC(=C(C=C2C1)OC)OC)C(=C)C ((5-Cyclopropyl-1H-pyrazol-3-yl)-(1-isopropenyl-6,7-dimethoxy-isoquinolin-3-yl)-amine). Procedure details: The mixture of (5-Cyclopropyl-1H-pyrazol-3-yl)-(1-isopropenyl-6,7-dimethoxy-isoquinolin-3-yl)-amine (100 mg) and 10% Pd/C (15 mg) was sealed in high-pressure bottle under 40 psi H2 pressure and stirred at room temperature overnight. Then the mixture was filtered, and the filtrate was concentrated to give (5-Cyclopropyl-1H-pyrazol-3-yl)-(1-isopropyl-6,7-dimethoxy-isoquinolin-3-yl)-amine as oil (30 mg). LC-MS: m/e 353 (MH+). Reaction conditions: time 8 hour. Reagents/catalysts: [Pd] (Pd/C). As a reaction SMILES: [CH:1]1([C:4]2[NH:8][N:7]=[C:6]([NH:9][C:10]3[N:11]=[C:12]([C:24]([CH3:26])=[CH2:25])[C:13]4[C:18]([CH:19]=3)=[CH:17][C:16]([O:20][CH3:21])=[C:15]([O:22][CH3:23])[CH:14]=4)[CH:5]=2)[CH2:3][CH2:2]1>[Pd]>[CH:1]1([C:4]2[NH:8][N:7]=[C:6]([NH:9][C:10]3[N:11]=[C:12]([CH:24]([CH3:26])[CH3:25])[C:13]4[C:18]([CH:19]=3)=[CH:17][C:16]([O:20][CH3:21])=[C:15]([O:22][CH3:23])[CH:14]=4)[CH:5]=2)[CH2:3][CH2:2]1. The reactants are CS(=O)(=O)OC(C)C1=C(C(=CC(=C1)C#N)NC1=NN2C(C(=N1)NC1CC1)=NC=C2C#N)Cl (1-(2-chloro-5-cyano-3-((7-cyano-4-(cyclopropylamino)imidazo[2,1-f][1,2,4]triazin-2-yl)amino)phenyl)ethyl methanesulfonate), N1C(CNCC1)=O (piperazin-2-one). Yields the product ClC1=C(C=C(C=C1C(C)N1CC(NCC1)=O)C#N)NC1=NN2C(C(=N1)NC1CC1)=NC=C2C#N ((+/−)-2-((2-chloro-5-cyano-3-(1-(3-oxopiperazin-1-yl)ethyl)phenyl)amino)-4-(cyclopropylamino)imidazo[2,1-f][1,2,4]triazine-7-carbonitrile). RXN SMILES: CS(O[CH:6]([C:8]1[CH:13]=[C:12]([C:14]#[N:15])[CH:11]=[C:10]([NH:16][C:17]2[N:22]=[C:21]([NH:23][CH:24]3[CH2:26][CH2:25]3)[C:20]3=[N:27][CH:28]=[C:29]([C:30]#[N:31])[N:19]3[N:18]=2)[C:9]=1[Cl:32])[CH3:7])(=O)=O.[NH:33]1[CH2:38][CH2:37][NH:36][CH2:35][C:34]1=[O:39]>>[Cl:32][C:9]1[C:8]([CH:6]([N:36]2[CH2:37][CH2:38][NH:33][C:34](=[O:39])[CH2:35]2)[CH3:7])=[CH:13][C:12]([C:14]#[N:15])=[CH:11][C:10]=1[NH:16][C:17]1[N:22]=[C:21]([NH:23][CH:24]2[CH2:25][CH2:26]2)[C:20]2=[N:27][CH:28]=[C:29]([C:30]#[N:31])[N:19]2[N:18]=1. Procedure: This was similarly prepared as Example 678 from 1-(2-chloro-5-cyano-3-((7-cyano-4-(cyclopropylamino)imidazo[2,1-f][1,2,4]triazin-2-yl)amino)phenyl)ethyl methanesulfonate and piperazin-2-one (22.74 mg). Yield: 97.5%. Run at time 1 hour. The product is N1=CC(=CC=C1)[C@H]1C[C@@H](CC1)N ((1R,3R)-3-(3-pyridyl)cyclopentylamine). Run in CCO (EtOH). The reactants are N1=CC(=CC=C1)[C@H]1C[C@@H](CC1)N1C(C=2C(C1=O)=CC=CC2)=O ((1R,3R)-N-[3-(3-pyridyl)cyclopentyl]phthalimide). Procedure details: A mixture of (1R,3R)-N-[3-(3-pyridyl)cyclopentyl]phthalimide (3.00 g, 10.3 mmol) and hydrazinemonohydorate (1.00 mL, 20.5 mmol) in EtOH (40 mL) was stirred at room temperature for 1 h. The reaction mixture was filtered followed by the removal of solvent. The crude product was purified by column chromatography (NH, CHCl3/MeOH=50/1) to yield (1R,3R)-3-(3-pyridyl)cyclopentylamine (1.63 g, 97%) as yellow oil. RXN SMILES: [N:1]1[CH:6]=[CH:5][CH:4]=[C:3]([C@@H:7]2[CH2:11][CH2:10][C@@H:9]([N:12]3C(=O)C4=CC=CC=C4C3=O)[CH2:8]2)[CH:2]=1>CCO>[N:1]1[CH:6]=[CH:5][CH:4]=[C:3]([C@@H:7]2[CH2:11][CH2:10][C@@H:9]([NH2:12])[CH2:8]2)[CH:2]=1. Run in C(C)(C)O (isopropanol). Conditions: time 20 minute. RXN SMILES: Cl[C:2]1[N:7]=[C:6]([N:8]([CH3:21])[C:9]2[CH:20]=[CH:19][C:12]3[N:13]([CH3:18])[C:14]([S:16][CH3:17])=[N:15][C:11]=3[CH:10]=2)[CH:5]=[CH:4][N:3]=1.[CH3:22][S:23]([CH2:26][C:27]1[CH:32]=[CH:31][C:30]([NH2:33])=[CH:29][CH:28]=1)(=[O:25])=[O:24]>C(O)(C)C>[CH3:22][S:23]([CH2:26][C:27]1[CH:32]=[CH:31][C:30]([NH:33][C:2]2[N:7]=[C:6]([N:8]([CH3:21])[C:9]3[CH:20]=[CH:19][C:12]4[N:13]([CH3:18])[C:14]([S:16][CH3:17])=[N:15][C:11]=4[CH:10]=3)[CH:5]=[CH:4][N:3]=2)=[CH:29][CH:28]=1)(=[O:24])=[O:25]. The product is CS(=O)(=O)CC1=CC=C(C=C1)NC1=NC=CC(=N1)N(C1=CC2=C(N(C(=N2)SC)C)C=C1)C (N2-(4-Methanesulfonylmethyl-phenyl)-N4-methyl-N4-(1-methyl-2-methylsulfanyl-1H-benzoimidazol-5-yl)-pyrimidine-2,4-diamine). Starting materials: ClC1=NC=CC(=N1)N(C1=CC2=C(N(C(=N2)SC)C)C=C1)C ((2-Chloro-pyrimidin-4-yl)-methyl-(1-methyl-2-methylsulfanyl-1H-benzoimidazol-5-yl)-amine), CS(=O)(=O)CC1=CC=C(C=C1)N (4-Methanesulfonylmethyl-phenylamine). Reported procedure: A mixture of (2-Chloro-pyrimidin-4-yl)-methyl-(1-methyl-2-methylsulfanyl-1H-benzoimidazol-5-yl)-amine (3.19 g, 10 mmol), 4-Methanesulfonylmethyl-phenylamine (1.85 g, 10 mmol) and (833 ul, 12N, 10 mmol) was refluxed in isopropanol (100 ml) overnight. The mixture was then concentrated to dryness and the residual was taken into MeOH and stirred with NaHCO3 (3 g) at room temperature for 20 min. and filtered, the filtrate was concentrated and the residual was purified by silica flash gave 3.35 g as a... Reactants: Cl (HCl), OC=1C=C(C(=O)OC)C=C(C1)O (Methyl 3,5-dihydroxybenzoate), BrCCCCCCCCCCCC (1-bromododecane), C(=O)([O-])[O-].[K+].[K+] (K2CO3). Solvent: CN(C)C=O (DMF). Run at temperature 80 celsius, time 1 hour. Product: C(CCCCCCCCCCC)OC=1C=C(C(=O)OC)C=C(C1)OCCCCCCCCCCCC (methyl 3,5-bis-dodecyloxybenzoate). The yield is 75.0%. As a reaction SMILES: [OH:1][C:2]1[CH:3]=[C:4]([CH:9]=[C:10]([OH:12])[CH:11]=1)[C:5]([O:7][CH3:8])=[O:6].C([O-])([O-])=O.[K+].[K+].Br[CH2:20][CH2:21][CH2:22][CH2:23][CH2:24][CH2:25][CH2:26][CH2:27][CH2:28][CH2:29][CH2:30][CH3:31].Cl>CN(C=O)C>[CH2:20]([O:1][C:2]1[CH:3]=[C:4]([CH:9]=[C:10]([O:12][CH2:31][CH2:30][CH2:29][CH2:28][CH2:27][CH2:26][CH2:25][CH2:24][CH2:23][CH2:22][CH2:21][CH3:20])[CH:11]=1)[C:5]([O:7][CH3:8])=[O:6])[CH2:21][CH2:22][CH2:23][CH2:24][CH2:25][CH2:26][CH2:27][CH2:28][CH2:29][CH2:30][CH3:31] |f:1.2.3|. Procedure details: Methyl 3,5-dihydroxybenzoate (4.2 g, 25 mmol) was dissolved in 25 mL of dry DMF and then 13.86 g (100 mmol) of K2CO3 was added in the reaction mixture, where the above mixture was stirred at 80° C. for 1 h under a N2 atmosphere and then 1-bromododecane (12.4 g, 50 mmol) was added dropwise to the reaction mixture. The reaction mixture was stirred at 90° C. for 24 h under N2. At the end of the reaction, the mixture was poured onto ice, 2N—HCl and extracted with MC, H20, NaHCO3 and brine. The solve...